Dataset: the Open Reaction Database (ORD), a public repository of structured organic reaction records. Task: describe an organic reaction: reactants, conditions, products, and yield The reactants are C(C)OC(=O)C1CCN(CC1)C(=O)OC(C)(C)C (piperidine-1,4-dicarboxylic acid-1-tert butyl ester-4-ethyl ester), ClCOCC1=CC=CC=C1 (benzyl chloromethyl ether), [Cl-].[NH4+] (ammonium chloride), C(CCC)[Li] (n-Butyllithium), C(C)(C)NC(C)C (diisopropyl amine). Solvent: O1CCCC1 (tetrahydrofuran), CN(P(=O)(N(C)C)N(C)C)C (Hexamethyl phosphoramide), O1CCCC1 (tetrahydrofuran). Run at temperature -70 celsius, time 30 minute. Product: C(C)OC(=O)C1(CCN(CC1)C(=O)OC(C)(C)C)COCC1=CC=CC=C1 (4-benzyloxymethylpiperidine-1,4-dicarboxylic acid-1-tert butyl ester-4-ethyl ester). As a reaction SMILES: C([Li])CCC.C(NC(C)C)(C)C.[CH2:13]([O:15][C:16]([CH:18]1[CH2:23][CH2:22][N:21]([C:24]([O:26][C:27]([CH3:30])([CH3:29])[CH3:28])=[O:25])[CH2:20][CH2:19]1)=[O:17])[CH3:14].Cl[CH2:32][O:33][CH2:34][C:35]1[CH:40]=[CH:39][CH:38]=[CH:37][CH:36]=1.[Cl-].[NH4+]>O1CCCC1.CN(C)P(N(C)C)(N(C)C)=O>[CH2:13]([O:15][C:16]([C:18]1([CH2:32][O:33][CH2:34][C:35]2[CH:40]=[CH:39][CH:38]=[CH:37][CH:36]=2)[CH2:23][CH2:22][N:21]([C:24]([O:26][C:27]([CH3:29])([CH3:28])[CH3:30])=[O:25])[CH2:20][CH2:19]1)=[O:17])[CH3:14] |f:4.5|. Procedure details: n-Butyllithium (15% solution in n-hexane; 9.5 mL, 0.022 mol) is added to a stirred solution of diisopropyl amine (3.1 mL, 0.022 mol) in tetrahydrofuran (15 mL) at −70° C. under an atmosphere of nitrogen and stirred for 30 minutes. A solution of piperidine-1,4-dicarboxylic acid-1-tert butyl ester-4-ethyl ester (3 g, 0.012 mol) in tetrahydrofuran (10 mL) is introduced at −70° C. Hexamethyl phosphoramide (4.8 mL) is added and reaction mixture is allowed to stir till the temperature reaches at −45° ... Starting materials: Cc1cc(Br)cnc1CCCCN, CSc1ncc(Cc2ccc3c(c2)OCO3)c(=O)[nH]1, c1ccncc1. Yields the product Cc1cc(Br)cnc1CCCCNc1ncc(Cc2ccc3c(c2)OCO3)c(=O)[nH]1. Reaction SMILES: [Br:1][c:2]1[cH:3][c:4]([CH3:13])[c:5]([CH2:8][CH2:9][CH2:10][CH2:11][NH2:12])[n:6][cH:7]1.[CH2:14]1[O:15][c:16]2[cH:17][c:18]([CH2:19][c:20]3[c:21](=[O:28])[nH:22][c:23]([S:26][CH3:27])[n:24][cH:25]3)[cH:29][cH:30][c:31]2[O:32]1.[cH:33]1[cH:34][cH:35][n:36][cH:37][cH:38]1>>[Br:1][c:2]1[cH:3][c:4]([CH3:13])[c:5]([CH2:8][CH2:9][CH2:10][CH2:11][NH:12][c:23]2[nH:22][c:21](=[O:28])[c:20]([CH2:19][c:18]3[cH:17][c:16]4[c:31]([cH:30][cH:29]3)[O:32][CH2:14][O:15]4)[cH:25][n:24]2)[n:6][cH:7]1. Reactants: COC1=C(C(=C2C(=C1)CC[C@@H](C3=CC(=O)C(=CC=C32)SC)N)OC)OC (N-desacetylthiocolchicine), N(=O)[O-].[Na+] (sodium nitrite). Product: OC[C@@H]1C=2C(C=3C(=C(C(=CC3C1)OC)OC)OC)=CC=C(C(C2)=O)SC (5,6-dihydro-6(S)-(hydroxymethyl)-1,2,3-trimethoxy-9-methylthio-8H-cyclo-hepta[a]naphthalen-8-one). RXN SMILES: [CH3:1][O:2][C:3]1[CH:8]=[C:7]2[CH2:9][CH2:10][C@H:11](N)[C:12]3[C:19]([C:6]2=[C:5]([O:23][CH3:24])[C:4]=1[O:25][CH3:26])=[CH:18][CH:17]=[C:16]([S:20][CH3:21])[C:14](=[O:15])[CH:13]=3.N([O-])=[O:28].[Na+]>>[OH:28][CH2:11][C@H:10]1[CH2:9][C:7]2[CH:8]=[C:3]([O:2][CH3:1])[C:4]([O:25][CH3:26])=[C:5]([O:23][CH3:24])[C:6]=2[C:19]2=[CH:18][CH:17]=[C:16]([S:20][CH3:21])[C:14](=[O:15])[CH:13]=[C:12]12 |f:1.2|. Procedure details: 10 g of N-desacetylthiocolchicine are treated with sodium nitrite to give 4 g of 5,6-dihydro-6(S)-(hydroxymethyl)-1,2,3-trimethoxy-9-methylthio-8H-cyclo-hepta[a]naphthalen-8-one, according to the process described in J. Med. Chem., 36, 544, 1993. The resulting product is treated for 12 hours under reflux in acetonitrile with 26 g of α-bromotetraacetylglucose in the presence of 85 g of mercuric cyanide. Salts are filtered off and the solution is evaporated to dryness, taken up with 70% acetone an...